Dataset: the Open Reaction Database (ORD), a public repository of structured organic reaction records. Task: describe an organic reaction: reactants, conditions, products, and yield The product is C(#N)C=1C(N(C(=C(C1C)N=NC1=CC=C(C=C1)COC1=CC(=C(C2=CC=CC=C12)OCOCCOC)NC(CCCCCCCCCCCCCCC)=O)O)C)=O (3-cyano-1,4-dimethyl-6-hydroxy-5-[4-(3-hexadecanoylamino-4-methoxyethoxymethoxy-1-naphthyloxymethyl)phenylazo]-2-pyridone). As a reaction SMILES: [C:1]([NH:18][C:19]1[CH:20]=[C:21]([OH:36])[C:22]2[C:27]([C:28]=1[O:29][CH2:30][O:31][CH2:32][CH2:33][O:34][CH3:35])=[CH:26][CH:25]=[CH:24][CH:23]=2)(=[O:17])[CH2:2][CH2:3][CH2:4][CH2:5][CH2:6][CH2:7][CH2:8][CH2:9][CH2:10][CH2:11][CH2:12][CH2:13][CH2:14][CH2:15][CH3:16].[H-].[Na+].[C:39]([C:41]1[C:42](=[O:69])[N:43]([CH3:68])[C:44]([OH:67])=[C:45]([N:48]=[N:49][C:50]2[CH:55]=[CH:54][C:53]([CH2:56]OS(C3C=CC=CC=3)(=O)=O)=[CH:52][CH:51]=2)[C:46]=1[CH3:47])#[N:40]>>[C:39]([C:41]1[C:42](=[O:69])[N:43]([CH3:68])[C:44]([OH:67])=[C:45]([N:48]=[N:49][C:50]2[CH:55]=[CH:54][C:53]([CH2:56][O:36][C:21]3[C:22]4[C:27](=[CH:26][CH:25]=[CH:24][CH:23]=4)[C:28]([O:29][CH2:30][O:31][CH2:32][CH2:33][O:34][CH3:35])=[C:19]([NH:18][C:1](=[O:17])[CH2:2][CH2:3][CH2:4][CH2:5][CH2:6][CH2:7][CH2:8][CH2:9][CH2:10][CH2:11][CH2:12][CH2:13][CH2:14][CH2:15][CH3:16])[CH:20]=3)=[CH:52][CH:51]=2)[C:46]=1[CH3:47])#[N:40] |f:1.2|. Starting materials: C(CCCCCCCCCCCCCCC)(=O)NC=1C=C(C2=CC=CC=C2C1OCOCCOC)O (3-hexadecanoylamino-4-methoxyethoxymethoxy-1-naphthol), 1-i, [H-].[Na+] (sodium hydride), C(#N)C=1C(N(C(=C(C1C)N=NC1=CC=C(C=C1)COS(=O)(=O)C1=CC=CC=C1)O)C)=O (3-cyano-1,4-dimethyl-6-hydroxy-5-(4-benzenesulfonyloxymethylphenylazo)-2-pyridone). Reaction conditions: temperature 80 celsius, time 1.5 hour. Procedure details: 5 g of Compound [1-f] was dissolved in 30 ml of dried diglime and to the solution was added 0.48 g of a 50% oily sodium hydride. Then, 4.4 g of Compound [2-b] was added and the mixture was stirred at 80° C. for 1.5 hours. By subjecting the same treatment as described in Step [1-i], 5.5 g of Compound [2-c] was obtained. Isolated yield 70.6%. Reactants: C[Si]([Si](C)(C)C)(C)C.[Li] (lithium hexamethyl disilane), O.NN (Hydrazine monohydrate), S1C2=C(C=C1)C(CC2)=O (5,6-Dihydro-cyclopenta[b]thiophen-4-one), ClC1=CC(=CC=C1)N=C=S (1-Chloro-3-isothiocyanato-benzene). Run in C(C)(=O)O (acetic acid), C1CCOC1 (THF), O (water). Conditions: time 8 hour. The product is ClC=1C=C(C=CC1)NC1=NNC2=C1CC=1SC=CC21 ((3-Chloro-phenyl)-(4,7-dihydro-1-thia-4,5-diaza-cyclopenta[a]pentalen-6-yl)-amine). Isolated yield 30.0%. As a reaction SMILES: [S:1]1[CH:5]=[CH:4][C:3]2[C:6](=O)[CH2:7][CH2:8][C:2]1=2.[Cl:10][C:11]1[CH:16]=[CH:15][CH:14]=[C:13]([N:17]=[C:18]=S)[CH:12]=1.C[Si](C)(C)[Si](C)(C)C.[Li].O.[NH2:30][NH2:31]>C1COCC1.O.C(O)(=O)C>[Cl:10][C:11]1[CH:12]=[C:13]([NH:17][C:18]2[C:7]3[CH2:8][C:2]4[S:1][CH:5]=[CH:4][C:3]=4[C:6]=3[NH:31][N:30]=2)[CH:14]=[CH:15][CH:16]=1 |f:2.3,4.5,^1:27|. Reported procedure: A mixture of 5,6-Dihydro-cyclopenta[b]thiophen-4-one (1.0 g, 7.4 mmol) and 1-Chloro-3-isothiocyanato-benzene (1.5 g, 7.2 mmol) in THF (2.0 mL) was added to lithium hexamethyl disilane (7.0 mL, 7.2 mmol) dropwise at room temperature. The reaction mixture was stirred for 8 hr. Hydrazine monohydrate (0.4 mL, 7.9 mmol) and glacial acetic acid (0.5 mL) were added to the reaction mixture, which was then heated at the reflux temperature for 24 hr. The resulting mixture was added to water (30 mL) and th... The reactants are C=1C=CC2=C(C1)N=NN2O (HOBT), Cl.O1CCN(CC1)C(C(=O)O)C1=CC=CC=C1 (2-morpholino-2-phenylacetic acid hydrochloride), N12C[C@@H](C(CC1)CC2)O ((R)-quinuclidin-3-ol), C1CCC(CC1)N=C=NC2CCCCC2 (DCC). The solvent is C1CCOC1 (THF). Reaction conditions: time 8 hour. Yields the product O1CCN(CC1)C(C(=O)O[C@H]1CN2CCC1CC2)C2=CC=CC=C2 ((R)-quinuclidin-3-yl 2-morpholino-2-phenylacetate). Yield: 23.5%. Reaction SMILES: C1CCC(N=C=NC2CCCCC2)CC1.C1C=CC2N(O)N=NC=2C=1.Cl.[O:27]1[CH2:32][CH2:31][N:30]([CH:33]([C:37]2[CH:42]=[CH:41][CH:40]=[CH:39][CH:38]=2)[C:34]([OH:36])=[O:35])[CH2:29][CH2:28]1.[N:43]12[CH2:50][CH2:49][CH:46]([CH2:47][CH2:48]1)[C@@H:45](O)[CH2:44]2>C1COCC1>[O:27]1[CH2:28][CH2:29][N:30]([CH:33]([C:37]2[CH:42]=[CH:41][CH:40]=[CH:39][CH:38]=2)[C:34]([O:36][C@@H:45]2[CH:46]3[CH2:49][CH2:50][N:43]([CH2:48][CH2:47]3)[CH2:44]2)=[O:35])[CH2:31][CH2:32]1 |f:2.3|. Procedure: PS-DCC (loading: 1.25 mmol/g; 0.93 g, 1.16 mmol) was suspended in dry THF (11.6 ml) and HOBT (0.18 g, 1.16 mmol), 2-morpholino-2-phenylacetic acid hydrochloride (0.15 g, 0.58 mmol) and (R)-quinuclidin-3-ol (0.22 g, 1.75 mmol) were sequentially added. The mixture was shaken overnight and then PS-DCC was filtered off washing with EtOAc and THF. The solution was evaporated and the residue was dissolved in EtOAc (30 ml) and washed with water and then with a sat. NaHCO3. The organic phase was dried (... Reactants: ClCCCl (1,2-dichloroethane), ClC1=NC=NC2=CC(=C(C=C12)OCCOC)OCCOC (4-chloro-6,7-bis-(2-methoxy-ethoxy)-quinazoline), C(C)(C)(C)OC(=O)N1CCC(CC1)OC1=C(C=C(C=C1)N)C (4-(4-amino-2-methyl-phenoxy)-piperidine-1-carboxylic acid tert-butyl ester). The solvent is C(C)(C)(C)O (tert-butylalcohol). Reaction conditions: temperature 90 celsius. Product: Cl.COCCOC=1C=C2C(=NC=NC2=CC1OCCOC)NC1=CC(=C(C=C1)OC1CCNCC1)C ([6,7-Bis-(2-methoxy-ethoxy)-quinazolin-4-yl]-[3-methyl-4-(piperidin-4-yloxy)-phenyl]-amine hydrochloride). Isolated yield 99.0%. RXN SMILES: [Cl:1]CCCl.Cl[C:6]1[C:15]2[C:10](=[CH:11][C:12]([O:21][CH2:22][CH2:23][O:24][CH3:25])=[C:13]([O:16][CH2:17][CH2:18][O:19][CH3:20])[CH:14]=2)[N:9]=[CH:8][N:7]=1.C(OC([N:33]1[CH2:38][CH2:37][CH:36]([O:39][C:40]2[CH:45]=[CH:44][C:43]([NH2:46])=[CH:42][C:41]=2[CH3:47])[CH2:35][CH2:34]1)=O)(C)(C)C>C(O)(C)(C)C>[ClH:1].[CH3:20][O:19][CH2:18][CH2:17][O:16][C:13]1[CH:14]=[C:15]2[C:10](=[CH:11][C:12]=1[O:21][CH2:22][CH2:23][O:24][CH3:25])[N:9]=[CH:8][N:7]=[C:6]2[NH:46][C:43]1[CH:44]=[CH:45][C:40]([O:39][CH:36]2[CH2:37][CH2:38][NH:33][CH2:34][CH2:35]2)=[C:41]([CH3:47])[CH:42]=1 |f:4.5|. Procedure details: To a solution of 1,2-dichloroethane (20 mL) and tert-butylalcohol was added 4-chloro-6,7-bis-(2-methoxy-ethoxy)-quinazoline and 4-(4-amino-2-methyl-phenoxy)-piperidine-1-carboxylic acid tert-butyl ester. The reaction was heated at 90° C. for 1 hour. The reaction was cooled to room temperature then hydrogen chloride gas was bubbled in for 10 minutes. Ethyl acetate (30 mL) was added then cooled to 0° C. for 30 minutes. The solids were filtered and rinsed with ethyl acetate. Light yellow solids wer... Starting materials: COC1=CC=C(C=N1)C1=CC=C2C=NC(=NN21)NC2=CC(=CC=C2)N (N-[7-(6-Methoxy-pyridin-3-yl)-pyrrolo[2,1-f][1,2,4]triazin-2-yl]-benzene-1,3-diamine), C(=O)(O)[O-].[Na+] (NaHCO3), CO[C@@H](C(=O)O)C ((R)-(+)-2-Methoxypropionic acid), CN(C=O)C (N,N-Dimethylformamide). Solvent: C(Cl)Cl (CH2Cl2). Reaction conditions: time 1 hour. Product: CO[C@@H](C(=O)NC1=CC(=CC=C1)NC1=NN2C(C=N1)=CC=C2C=2C=NC(=CC2)OC)C ((R)-2-Methoxy-N-{3-[7-(6-methoxy-pyridin-3-yl)-pyrrolo[2,1-f][1,2,4]triazin-2-ylamino]-phenyl}-propionamide). Isolated yield 19.1%. Reaction SMILES: [CH3:1][O:2][C:3]1[N:8]=[CH:7][C:6]([C:9]2[N:17]3[C:12]([CH:13]=[N:14][C:15]([NH:18][C:19]4[CH:24]=[CH:23][CH:22]=[C:21]([NH2:25])[CH:20]=4)=[N:16]3)=[CH:11][CH:10]=2)=[CH:5][CH:4]=1.[CH3:26][O:27][C@H:28]([CH3:32])[C:29](O)=[O:30].CN(C)C=O.C([O-])(O)=O.[Na+]>C(Cl)Cl>[CH3:26][O:27][C@H:28]([CH3:32])[C:29]([NH:25][C:21]1[CH:22]=[CH:23][CH:24]=[C:19]([NH:18][C:15]2[N:14]=[CH:13][C:12]3=[CH:11][CH:10]=[C:9]([C:6]4[CH:7]=[N:8][C:3]([O:2][CH3:1])=[CH:4][CH:5]=4)[N:17]3[N:16]=2)[CH:20]=1)=[O:30] |f:3.4|. Procedure details: N-[7-(6-Methoxy-pyridin-3-yl)-pyrrolo[2,1-f][1,2,4]triazin-2-yl]-benzene-1,3-diamine (50.0 mg, 0.150 mmol), (R)-(+)-2-Methoxypropionic acid (18.8 mg, 0.180 mmol) N-(3-Dimethylaminopropyl)-N′-ethylcarbodiimide hydrochloride (34.6 mg, 0.180 mmol) and N,N-Dimethylformamide (0.999 mL, 12.9 mmol) were combined in a vial and stirred at rt for 1 hour. LCMS showed complete conversion to product. Diluted reaction mixture with sat'd NaHCO3 and filtered off resulting ppt. Took ppt up in CH2Cl2 and purified... Reactants: C(C)(C)C=1C=CC(=NC1)N(CCCC=1C=C(C=CC1)O)CC1=CC=C(C=C1)OC(F)(F)F (3-(3-{(5-isopropylpyridin-2-yl)[4-(trifluoromethoxy)benzyl]amino}propyl)phenol), C(C)OC(C(C)(C)Br)=O (ethyl-2-bromo-isobutyrate). The product is C(C)(C)C=1C=CC(=NC1)N(CCCC=1C=C(OC(C(=O)O)(C)C)C=CC1)CC1=CC=C(C=C1)OC(F)(F)F (2-[3-(3-{(5-Isopropylpyridin-2-yl)[4-(trifluoromethoxy)benzyl]amino}propyl)phenoxy]-2-methylpropanoic acid). RXN SMILES: [CH:1]([C:4]1[CH:5]=[CH:6][C:7]([N:10]([CH2:21][C:22]2[CH:27]=[CH:26][C:25]([O:28][C:29]([F:32])([F:31])[F:30])=[CH:24][CH:23]=2)[CH2:11][CH2:12][CH2:13][C:14]2[CH:15]=[C:16]([OH:20])[CH:17]=[CH:18][CH:19]=2)=[N:8][CH:9]=1)([CH3:3])[CH3:2].C([O:35][C:36](=[O:41])[C:37](Br)([CH3:39])[CH3:38])C>>[CH:1]([C:4]1[CH:5]=[CH:6][C:7]([N:10]([CH2:21][C:22]2[CH:23]=[CH:24][C:25]([O:28][C:29]([F:32])([F:30])[F:31])=[CH:26][CH:27]=2)[CH2:11][CH2:12][CH2:13][C:14]2[CH:15]=[C:16]([CH:17]=[CH:18][CH:19]=2)[O:20][C:37]([CH3:39])([CH3:38])[C:36]([OH:41])=[O:35])=[N:8][CH:9]=1)([CH3:3])[CH3:2]. Procedure details: Similarly prepared by alkylation of 3-(3-{(5-isopropylpyridin-2-yl)[4-(trifluoromethoxy)benzyl]amino}propyl)phenol with ethyl-2-bromo-isobutyrate followed by standard base-mediated hydrolysis. Starting materials: C(C)OCC=1N(C2=C(C(=NC=3C=CC=CC23)N)N1)CC1(CCC1)OCCS(=O)(=O)C (2-(ethoxymethyl)-1-({1-[2-(methylsulfonyl)ethoxy]cyclobutyl}methyl)-1H-imidazo[4,5-c]quinolin-4-amine), [H][H] (hydrogen), [OH-].[Na+] (sodium hydroxide). Reagents/catalysts: [Pt](=O)=O (platinum(IV) oxide). The solvent is FC(C(=O)O)(F)F (trifluoroacetic acid), O (water). The product is C(C)OCC=1N(C2=C(C(=NC=3CCCCC23)N)N1)CC1(CCC1)OCCS(=O)(=O)C (2-(ethoxymethyl)-1-({1-[2-(methylsulfonyl)ethoxy]cyclobutyl}methyl)-6,7,8,9-tetrahydro-1H-imidazo[4,5-c]quinolin-4-amine). Yield: 69.1%. As a reaction SMILES: [CH2:1]([O:3][CH2:4][C:5]1[N:6]([CH2:19][C:20]2([O:24][CH2:25][CH2:26][S:27]([CH3:30])(=[O:29])=[O:28])[CH2:23][CH2:22][CH2:21]2)[C:7]2[C:16]3[CH:15]=[CH:14][CH:13]=[CH:12][C:11]=3[N:10]=[C:9]([NH2:17])[C:8]=2[N:18]=1)[CH3:2].[H][H].[OH-].[Na+]>FC(F)(F)C(O)=O.O.[Pt](=O)=O>[CH2:1]([O:3][CH2:4][C:5]1[N:6]([CH2:19][C:20]2([O:24][CH2:25][CH2:26][S:27]([CH3:30])(=[O:29])=[O:28])[CH2:21][CH2:22][CH2:23]2)[C:7]2[C:16]3[CH2:15][CH2:14][CH2:13][CH2:12][C:11]=3[N:10]=[C:9]([NH2:17])[C:8]=2[N:18]=1)[CH3:2] |f:2.3|. Procedure details: A mixture of 2-(ethoxymethyl)-1-({1-[2-(methylsulfonyl)ethoxy]cyclobutyl}methyl)-1H-imidazo[4,5-c]quinolin-4-amine (prepared as described in Example 26, 0.500 g, 1.16 mmol) and platinum(IV) oxide (0.5 g) in trifluoroacetic acid (5 mL) was hydrogenated on a Parr apparatus at 50 psi (3.5×105 Pa) hydrogen pressure for 1 day. The mixture was filtered through CELITE filter agent, which was washed afterwards with dichloromethane. The filtrate was concentrated under reduced pressure to afford an oil th... Starting materials: COc1ccc2c(c1)N1CCC(N(C)C)CC1c1ccccc1N2C, Cl. The product is CN1c2ccccc2C2CC(N(C)C)CCN2c2ccccc21. RXN SMILES: [CH3:2][N:3]([CH:4]1[CH2:5][CH:6]2[N:7]([c:8]3[c:9]([cH:18][cH:19][c:20]([O:22][CH3:23])[cH:21]3)[N:10]([CH3:17])[c:11]3[c:12]2[cH:13][cH:14][cH:15][cH:16]3)[CH2:24][CH2:25]1)[CH3:26].[ClH:1]>>[CH3:2][N:3]([CH:4]1[CH2:5][CH:6]2[N:7]([c:8]3[c:9]([cH:18][cH:19][cH:20][cH:21]3)[N:10]([CH3:17])[c:11]3[c:12]2[cH:13][cH:14][cH:15][cH:16]3)[CH2:24][CH2:25]1)[CH3:26]. The reactants are BrCC1=CC2=C(N=C(S2)C2=C(NN=C2C)N)C=C1 (4-(6-bromomethylbenzothiazol-2-yl)-5-methyl-2H-pyrazol-3-ylamine), CN1CCNCC1 (1-methylpiperazine). Yields the product CC=1C(=C(NN1)N)C=1SC2=C(N1)C=CC(=C2)CN2CCN(CC2)C (5-Methyl-4-[6-(4-methylpiperazin-1-ylmethyl)-benzothiazol-2-yl]-2H-pyrazol-3-ylamine). Reaction SMILES: Br[CH2:2][C:3]1[CH:18]=[CH:17][C:6]2[N:7]=[C:8]([C:10]3[C:14]([CH3:15])=[N:13][NH:12][C:11]=3[NH2:16])[S:9][C:5]=2[CH:4]=1.[CH3:19][N:20]1[CH2:25][CH2:24][NH:23][CH2:22][CH2:21]1>>[CH3:15][C:14]1[C:10]([C:8]2[S:9][C:5]3[CH:4]=[C:3]([CH2:2][N:23]4[CH2:24][CH2:25][N:20]([CH3:19])[CH2:21][CH2:22]4)[CH:18]=[CH:17][C:6]=3[N:7]=2)=[C:11]([NH2:16])[NH:12][N:13]=1. Reported procedure: The title compound (9 mg) was prepared starting from 20 mg of 4-(6-bromomethylbenzothiazol-2-yl)-5-methyl-2H-pyrazol-3-ylamine and excess 1-methylpiperazine. MS (m/z, ES+): 343.1 (M+1, 20%), 244.1 (M−CH3N(CH2)4N+1, 100%).